This data is from the Open Reaction Database (ORD), a public repository of structured organic reaction records. The task is: describe an organic reaction: reactants, conditions, products, and yield Reactants: Br.Br.Br.C(C)C=1C(=CC(=C(C1)O)F)C1=CC=C2C(=NNC2=C1)C=1NC2=C(CNCC2)N1 (5-ethyl-2-fluoro-4-[3-(4,5,6,7-tetrahydro-1H-imidazo[4,5-c]pyridin-2-yl)-1H-indazol-6-yl]-phenol trihydrobromide salt), N1=CC=CC2=CC(=CC=C12)C=O (quinoline-6-carbaldehyde), CCN(C(C)C)C(C)C (DIPEA), CC(=O)O (AcOH). Solvent: CN(C)C=O (DMF). Reaction conditions: time 1 hour. Product: C(C)C=1C(=CC(=C(C1)O)F)C1=CC=C2C(=NNC2=C1)C=1NC2=C(CN(CC2)CC=2C=C3C=CC=NC3=CC2)N1 (5-Ethyl-2-fluoro-4-[3-(5-quinolin-6-ylmethyl-4,5,6,7-tetrahydro-1H-imidazo[4,5-c]pyridin-2-yl)-1H-indazol-6-yl]-phenol). The yield is 30.1%. Reaction SMILES: Br.Br.Br.[CH2:4]([C:6]1[C:7]([C:14]2[CH:22]=[C:21]3[C:17]([C:18]([C:23]4[NH:24][C:25]5[CH2:30][CH2:29][NH:28][CH2:27][C:26]=5[N:31]=4)=[N:19][NH:20]3)=[CH:16][CH:15]=2)=[CH:8][C:9]([F:13])=[C:10]([OH:12])[CH:11]=1)[CH3:5].[N:32]1[C:41]2[C:36](=[CH:37][C:38]([CH:42]=O)=[CH:39][CH:40]=2)[CH:35]=[CH:34][CH:33]=1.CCN(C(C)C)C(C)C.CC(O)=O>CN(C=O)C>[CH2:4]([C:6]1[C:7]([C:14]2[CH:22]=[C:21]3[C:17]([C:18]([C:23]4[NH:24][C:25]5[CH2:30][CH2:29][N:28]([CH2:42][C:38]6[CH:37]=[C:36]7[C:41](=[CH:40][CH:39]=6)[N:32]=[CH:33][CH:34]=[CH:35]7)[CH2:27][C:26]=5[N:31]=4)=[N:19][NH:20]3)=[CH:16][CH:15]=2)=[CH:8][C:9]([F:13])=[C:10]([OH:12])[CH:11]=1)[CH3:5] |f:0.1.2.3|. Reported procedure: To a solution of 5-ethyl-2-fluoro-4-[3-(4,5,6,7-tetrahydro-1H-imidazo[4,5-c]pyridin-2-yl)-1H-indazol-6-yl]-phenol trihydrobromide salt (Preparation 25, 50 mg, 132 μmol) in DMF (1 mL), was added quinoline-6-carbaldehyde (31 mg, 198 μmol), DIPEA (34 mg, 46 μL, 264 μmol) and AcOH (11.8 mg, 11 μL, 198 μmol). The reaction mixture was stirred at room temperature for 1 hour. STAB (42 mg, 198 μmol) was added and stirring was continued for 18 hours. The reaction mixture was partitioned between EtOAc (10 ... Starting materials: CO, CCO, Cl, N#Cc1ccc(F)c(F)c1, N. Yields the product Cl, N=C(N)c1ccc(F)c(F)c1. RXN SMILES: [CH3:13][OH:14].[CH3:15][CH2:16][OH:17].[ClH:11].[F:1][c:2]1[cH:3][c:4]([C:5]#[N:6])[cH:7][cH:8][c:9]1[F:10].[NH3:12]>>[ClH:11].[F:1][c:2]1[cH:3][c:4]([C:5](=[NH:6])[NH2:12])[cH:7][cH:8][c:9]1[F:10]. Reactants: S(=O)([O-])[O-].[Na+].[Na+] (sodium sulfite), ClC=1C=C2C=CN(C2=CC1)C (5-chloro-1-methylindole), C(CCC)[Li] (n-butyl lithium), II (iodine). Solvent: C(C)OCC (diethyl ether). Reaction conditions: temperature 0 celsius, time 1 hour. The product is ClC=1C=C2C=C(N(C2=CC1)C)I (5-Chloro-2-iodo-1-methylindole). Isolated yield 93.7%. As a reaction SMILES: [Cl:1][C:2]1[CH:3]=[C:4]2[C:8](=[CH:9][CH:10]=1)[N:7]([CH3:11])[CH:6]=[CH:5]2.C([Li])CCC.[I:17]I.S([O-])([O-])=O.[Na+].[Na+]>C(OCC)C>[Cl:1][C:2]1[CH:3]=[C:4]2[C:8](=[CH:9][CH:10]=1)[N:7]([CH3:11])[C:6]([I:17])=[CH:5]2 |f:3.4.5|. Procedure: A mixture of 5-chloro-1-methylindole (10.0 g, 60.4 mmole) and n-butyl lithium (29 mL of 2.5 M sol'n in hexanes, 72.5 mmole) in diethyl ether is heated at reflux temperature for 3 hours, cooled to 0° C., treated with iodine (18.4 g, 72.5 mmole), stirred at 0° C. for 1 hour, warmed to room temperature, stirred for 1 hour, and treated with aqueous sodium sulfite. After phase separation, the organic phase is dried over MgSO4 and concentrated in vacuo to give the title product as a brown oil which so...